From a dataset of the Open Reaction Database (ORD), a public repository of structured organic reaction records. describe an organic reaction: reactants, conditions, products, and yield Reactants: C(=O)([O-])[O-].[Na+].[Na+] (Na2CO3), N1C=CC2=CC(=CC=C12)B(O)O (indole-5-boronic acid), BrC1=NC(=CN=C1)C1CC1 (2-bromo-6-cyclopropylpyrazine). Reagents/catalysts: C=1C=CC(=CC1)[P](C=2C=CC=CC2)(C=3C=CC=CC3)[Pd]([P](C=4C=CC=CC4)(C=5C=CC=CC5)C=6C=CC=CC6)([P](C=7C=CC=CC7)(C=8C=CC=CC8)C=9C=CC=CC9)[P](C=1C=CC=CC1)(C=1C=CC=CC1)C=1C=CC=CC1 (Pd(PPh3)4). The solvent is O1CCOCC1 (Dioxane). Run at temperature 100 celsius. The product is C1(CC1)C1=CN=CC(=N1)C=1C=C2C=CNC2=CC1 (5-(6-cyclopropylpyrazin-2-yl)-1H-indole). The yield is 76.1%. Reaction SMILES: [NH:1]1[C:9]2[C:4](=[CH:5][C:6](B(O)O)=[CH:7][CH:8]=2)[CH:3]=[CH:2]1.Br[C:14]1[CH:19]=[N:18][CH:17]=[C:16]([CH:20]2[CH2:22][CH2:21]2)[N:15]=1.C([O-])([O-])=O.[Na+].[Na+]>C1C=CC([P]([Pd]([P](C2C=CC=CC=2)(C2C=CC=CC=2)C2C=CC=CC=2)([P](C2C=CC=CC=2)(C2C=CC=CC=2)C2C=CC=CC=2)[P](C2C=CC=CC=2)(C2C=CC=CC=2)C2C=CC=CC=2)(C2C=CC=CC=2)C2C=CC=CC=2)=CC=1.O1CCOCC1>[CH:20]1([C:16]2[N:15]=[C:14]([C:6]3[CH:5]=[C:4]4[C:9](=[CH:8][CH:7]=3)[NH:1][CH:2]=[CH:3]4)[CH:19]=[N:18][CH:17]=2)[CH2:22][CH2:21]1 |f:2.3.4,^1:32,34,53,72|. Procedure: A reaction vessel was charged with indole-5-boronic acid (674 mg, 4.19 mmol, Sigma-Aldrich), 2-bromo-6-cyclopropylpyrazine (1.00 g, 5.02 mmol, Combi-Phos Catalysts Inc.) and Pd(PPh3)4 (242 mg, 0.21 mmol). The tube was sealed. Dioxane (14 mL) and 2 M Na2CO3 (aq.) (6.28 mL, 12.56 mmol) were added. The reaction was stirred and heated in at 100° C. for 7 h. After cooling to RT, the organic layer was separated and dried over anhydrous Na2SO4, filtered and concentrated. The crude was purified by silic... The reactants are CC(=O)c1cnn(CC(=O)O)c1C, C[Si](C)(C)C=[N+]=[N-], CO. Product: COC(=O)Cn1ncc(C(C)=O)c1C. As a reaction SMILES: [C:1]([CH3:2])(=[O:3])[c:4]1[cH:5][n:6][n:7]([CH2:10][C:11](=[O:12])[OH:13])[c:8]1[CH3:9].[CH3:14][Si:15]([CH:16]=[N+:17]=[N-:18])([CH3:19])[CH3:20].[CH3:21][OH:22]>>[C:1]([CH3:2])(=[O:3])[c:4]1[cH:5][n:6][n:7]([CH2:10][C:11](=[O:12])[O:13][CH3:14])[c:8]1[CH3:9]. Reactants: BrC1=CC(=CC(=C1)[N+](=O)[O-])C (1-bromo-3-methyl-5-nitrobenzene), [NH4+].[Cl-] (NH4Cl), resultant residue, Cl (HCl), O1CCOCC1 (dioxane). Reagents/catalysts: [Fe] (iron). Run in C(C)O (ethanol), CC(C)(C)OC (MTBE). The product is BrC=1C=C(N)C=C(C1)C (3-Bromo-5-methylaniline). Reaction SMILES: [Br:1][C:2]1[CH:7]=[C:6]([N+:8]([O-])=O)[CH:5]=[C:4]([CH3:11])[CH:3]=1.[NH4+].[Cl-].Cl.O1CCOCC1>[Fe].CC(OC)(C)C.C(O)C>[Br:1][C:2]1[CH:7]=[C:6]([CH:5]=[C:4]([CH3:11])[CH:3]=1)[NH2:8] |f:1.2|. Reported procedure: In 2 L flask outfitted with condenser and stir bar was added 1-bromo-3-methyl-5-nitrobenzene (50.0 g, 231 mmol), ethanol (967 mL), and saturated aqueous NH4Cl (141 mL). The system was evacuated and flushed with N2(g) and then iron (38.8 g, 694 mmol) was added before heating the reaction to reflux for 2 days. The reaction was cooled to room temperature and CELITE (15 g) was added to the flask. This was then filtered through CELITE, washing the cake with ethanol (500 mL) and ethyl acetate (500 mL)... The product is COc1ccc(-c2ccc(CNC3CCCc4ccccc43)cc2)cc1. Reaction SMILES: [CH3:1][O:2][c:3]1[cH:4][cH:5][c:6](-[c:9]2[cH:10][cH:11][c:12]([CH:15]=[O:16])[cH:13][cH:14]2)[cH:7][cH:8]1.[CH:17]1([NH2:27])[CH2:18][CH2:19][CH2:20][c:21]2[cH:22][cH:23][cH:24][cH:25][c:26]21>>[CH3:1][O:2][c:3]1[cH:4][cH:5][c:6](-[c:9]2[cH:10][cH:11][c:12]([CH2:15][NH:27][CH:17]3[CH2:18][CH2:19][CH2:20][c:21]4[cH:22][cH:23][cH:24][cH:25][c:26]43)[cH:13][cH:14]2)[cH:7][cH:8]1. Reactants: COc1ccc(-c2ccc(C=O)cc2)cc1, NC1CCCc2ccccc21.